This data is from the Open Reaction Database (ORD), a public repository of structured organic reaction records. The task is: describe an organic reaction: reactants, conditions, products, and yield The reactants are CCOC(=O)c1cccc(C2CCN(Cc3ccccc3)CC2C)c1, CCO, Cl. Yields the product CCOC(=O)c1cccc(C2CCNCC2C)c1. RXN SMILES: [CH2:1]([c:2]1[cH:3][cH:4][cH:5][cH:6][cH:7]1)[N:8]1[CH2:9][CH:10]([CH3:25])[CH:11]([c:14]2[cH:15][c:16]([C:17](=[O:18])[O:19][CH2:20][CH3:21])[cH:22][cH:23][cH:24]2)[CH2:12][CH2:13]1.[CH3:27][CH2:28][OH:29].[ClH:26]>>[NH:8]1[CH2:9][CH:10]([CH3:25])[CH:11]([c:14]2[cH:15][c:16]([C:17](=[O:18])[O:19][CH2:20][CH3:21])[cH:22][cH:23][cH:24]2)[CH2:12][CH2:13]1. RXN SMILES: N(OC(C)(C)C)=O.[CH2:8]([O:10][C:11]([C:13]1[NH:14][C:15]2[C:20]([CH:21]=1)=[C:19]([O:22][C:23]1[CH:28]=[CH:27][C:26]([CH3:29])=[CH:25][C:24]=1N)[CH:18]=[CH:17][CH:16]=2)=[O:12])[CH3:9]>CN(C)C=O.C(OCC)C>[CH2:8]([O:10][C:11]([C:13]1[NH:14][C:15]2[C:20]([CH:21]=1)=[C:19]([O:22][C:23]1[CH:24]=[CH:25][C:26]([CH3:29])=[CH:27][CH:28]=1)[CH:18]=[CH:17][CH:16]=2)=[O:12])[CH3:9]. Reaction conditions: temperature 65 celsius, time 10 minute. The solvent is CN(C=O)C (dimethylformamide), C(C)OCC (diethyl ether), CN(C=O)C (dimethylformamide). Starting materials: N(=O)OC(C)(C)C (Tert-butyl nitrite), C(C)OC(=O)C=1NC2=CC=CC(=C2C1)OC1=C(C=C(C=C1)C)N (4-(2-Amino-4-methyl-phenoxy)-1H-indole-2-carboxylic acid ethyl ester). Reported procedure: Tert-butyl nitrite (0.176 ml, 1.48 mmol) is dissolved in 5 ml of dimethylformamide and heated to 65° C. A solution of 139 (460 mg, 1.48 mmol) in 5 ml of dimethylformamide is added dropwise and the mixture is stirred of additional 10 minutes. The brown solution is cooled to room temperature, diluted with diethyl ether and washed with 2N HCl and brine. The organic layers are dried over sodium sulphate and evaporated. The crude product (420 mg of a brown oil) is further purified by flash-chromatogr... The product is C(C)OC(=O)C=1NC2=CC=CC(=C2C1)OC1=CC=C(C=C1)C (4-p-Tolyloxy-1H-indole-2-carboxylic acid ethyl ester). The reactants are [OH-].[Na+] (sodium hydroxide), FC1=CC=C(C=C1)CC#N (4-fluorophenyl acetonitrile), C(C)Br.[Mg].O1CCCC1 (magnesium ethylbromide tetrahydrofuran), ice water. The reagents and catalysts are C(C)(C)O[Ti](OC(C)C)(OC(C)C)OC(C)C (tetraisopropoxy titanium). Run in O1CCCC1 (tetrahydrofuran), O (water), C(C)OCC (diethyl ether). Reaction conditions: time 1 hour. Product: FC1=CC=C(CC2(CC2)N)C=C1 (1-(4-Fluoro benzyl)cyclopropylamine). Reaction SMILES: [F:1][C:2]1[CH:7]=[CH:6][C:5]([CH2:8][C:9]#[N:10])=[CH:4][CH:3]=1.[CH2:11](Br)[CH3:12].[Mg].O1CCCC1.[OH-].[Na+]>O1CCCC1.O.C(OCC)C.C(O[Ti](OC(C)C)(OC(C)C)OC(C)C)(C)C>[F:1][C:2]1[CH:7]=[CH:6][C:5]([CH2:8][C:9]2([NH2:10])[CH2:12][CH2:11]2)=[CH:4][CH:3]=1 |f:1.2.3,4.5|. Reported procedure: To a solution of 4-fluorophenyl acetonitrile (2.7 g) in tetrahydrofuran (40 mL) was added tetraisopropoxy titanium (6.5 mL), whereafter a solution of 1.0M magnesium ethylbromide-tetrahydrofuran (40 mL) was added dropwise over 30 minutes, and stirred for 1 hour. After adding a trifluoroborane-diethyl ether complex (50.1 mL) over 20 minutes, the solution was further stirred for 1 hour. The reaction solution was cooled with ice water, an aqueous solution of 5N sodium hydroxide (20 mL) was added, an... Reactants: N#Cc1cc(F)c(O)c(F)c1, N#Cc1ccc(O)c(F)c1. Yields the product N#Cc1ccc(O)cc1. As a reaction SMILES: [C:11]([c:12]1[cH:13][c:14]([F:15])[c:16]([OH:17])[c:18]([F:19])[cH:20]1)#[N:21].[C:1](#[N:2])[c:3]1[cH:4][c:5]([F:10])[c:6]([OH:9])[cH:7][cH:8]1>>[C:1](#[N:2])[c:3]1[cH:4][cH:5][c:6]([OH:9])[cH:7][cH:8]1. Reactants: ethyl acetate petroleum ether, CC1(C2CCC(C1C2)CCN2C=NC=C2)C (1-[2-(6,6-dimethylbicyclo[3.1.1]heptan-2-yl)ethyl]imidazole), C(CCC(=O)O)(=O)O (succinic acid). Solvent: C(C)O (ethanol), C(C)O (ethanol). Conditions: time 0.15 hour. Yields the product C(CCC(=O)O)(=O)O.CC1(C2CCC(C1C2)CCN2C=NC=C2)C (1-[2-(6,6-dimethylbicyclo[3.1.1]heptan-2-yl)ethyl]imidazole hydrogen succinate). RXN SMILES: [CH3:1][C:2]1([CH3:16])[CH:7]2[CH2:8][CH:3]1[CH2:4][CH2:5][CH:6]2[CH2:9][CH2:10][N:11]1[CH:15]=[CH:14][N:13]=[CH:12]1.[C:17]([OH:24])(=[O:23])[CH2:18][CH2:19][C:20]([OH:22])=[O:21]>C(O)C>[C:17]([OH:24])(=[O:23])[CH2:18][CH2:19][C:20]([OH:22])=[O:21].[CH3:1][C:2]1([CH3:16])[CH:7]2[CH2:8][CH:3]1[CH2:4][CH2:5][CH:6]2[CH2:9][CH2:10][N:11]1[CH:15]=[CH:14][N:13]=[CH:12]1 |f:3.4|. Procedure: A solution of 1-[2-(6,6-dimethylbicyclo[3.1.1]heptan-2-yl)ethyl]imidazole (0.8 g, 3.67 mmol) in hot ethanol (10 ml) was added to a solution of succinic acid (0.4 g, 3.39 mmol) in hot ethanol. After boiling for 0.15 h, the reaction mixture was concentrated to afford a colourless oil which solidified on trituration with ethyl acetate/petroleum ether (b.p. 40°-60°) to a white solid. Recrystallisation of the solid from ethyl acetate/petroleum ether (b.p. 40°-60°) afforded 1-[2-(6,6-dimethylbicyclo[3... Reactants: [Li]CCCC (n-BuLi), IC1=CC=C2C(=NN(C2=C1)COCC[Si](C)(C)C)C=CC1=CC=CC=C1 (6-iodo-3-styryl-1-[2-(trimethyl-silanyl)-ethoxymethyl]-1H-indazole), C(C1=CC=CC=C1)=O (benzaldehyde). Solvent: C1CCOC1 (THF), C1CCOC1 (THF). Run at temperature -78 celsius, time 30 minute. Yields the product C1(=CC=CC=C1)C(O)C1=CC=C2C(=NN(C2=C1)COCC[Si](C)(C)C)C=CC1=CC=CC=C1 (phenyl-{3-styryl-1-[2-(trimethyl-silanyl)-ethoxymethyl]-1H-indazol-6-yl}-methanol). Yield: 50.0%. RXN SMILES: I[C:2]1[CH:10]=[C:9]2[C:5]([C:6]([CH:19]=[CH:20][C:21]3[CH:26]=[CH:25][CH:24]=[CH:23][CH:22]=3)=[N:7][N:8]2[CH2:11][O:12][CH2:13][CH2:14][Si:15]([CH3:18])([CH3:17])[CH3:16])=[CH:4][CH:3]=1.[Li]CCCC.[CH:32](=[O:39])[C:33]1[CH:38]=[CH:37][CH:36]=[CH:35][CH:34]=1>C1COCC1>[C:33]1([CH:32]([C:2]2[CH:10]=[C:9]3[C:5]([C:6]([CH:19]=[CH:20][C:21]4[CH:26]=[CH:25][CH:24]=[CH:23][CH:22]=4)=[N:7][N:8]3[CH2:11][O:12][CH2:13][CH2:14][Si:15]([CH3:18])([CH3:17])[CH3:16])=[CH:4][CH:3]=2)[OH:39])[CH:38]=[CH:37][CH:36]=[CH:35][CH:34]=1. Procedure: To a solution of 6-iodo-3-styryl-1-[2-(trimethyl-silanyl)-ethoxymethyl]-1H-indazole, prepared in Example 14, step (i), (143 mg, 0.3 mmol) in THF (1 mL) cooled to −78° C. under an atmosphere of argon was added n-BuLi (0.2 mL, 0.315 mmol) dropwise. The resulting mixture was stirred at −78° C. for 30 min, then a solution of benzaldehyde (0.035 mL, 0.33 mmol) in THF (0.5 mL) was added rapidly via a cannula. After 0.5 h the reaction was quenched with saturated NH4Cl (aq) and diluted with EtOAc (10 mL...